This data is from the Open Reaction Database (ORD), a public repository of structured organic reaction records. The task is: describe an organic reaction: reactants, conditions, products, and yield The reactants are CC(C)(C)OC(=O)Nc1nc2ccc(OS(=O)(=O)c3cccs3)cc2s1, ClCCl, O, O=C(O)C(F)(F)F. Product: Nc1nc2ccc(OS(=O)(=O)c3cccs3)cc2s1. Reaction SMILES: [C:1]([O:2][C:3](=[O:4])[NH:8][c:9]1[s:10][c:11]2[c:12]([n:13]1)[cH:14][cH:15][c:16]([O:18][S:19](=[O:20])(=[O:21])[c:22]1[s:23][cH:24][cH:25][cH:26]1)[cH:17]2)([CH3:5])([CH3:6])[CH3:7].[Cl:34][CH2:35][Cl:36].[OH2:37].[OH:27][C:28]([C:29]([F:30])([F:31])[F:32])=[O:33]>>[NH2:8][c:9]1[s:10][c:11]2[c:12]([n:13]1)[cH:14][cH:15][c:16]([O:18][S:19](=[O:20])(=[O:21])[c:22]1[s:23][cH:24][cH:25][cH:26]1)[cH:17]2. Reported procedure: To a solution of benzyl[(1S)-2-(dimethylamino)-1-(1-hydroxycyclopropyl)-2-oxoethyl]carbamate (190 mg) in ethanol (5 mL) was added 10% palladium carbon (69 mg) at room temperature. The reaction mixture was stirred at room temperature for 5 hr under a hydrogen atmosphere. The reaction mixture was filtered, and the filtrate was concentrated under reduced pressure to give the title compound (60 mg). Solvent: C(C)O (ethanol). Yields the product N[C@H](C(=O)N(C)C)C1(CC1)O ((2S)-2-amino-2-(1-hydroxycyclopropyl)-N,N-dimethylethanamide). Run at time 5 hour. The reactants are C(C1=CC=CC=C1)OC(N[C@H](C(=O)N(C)C)C1(CC1)O)=O (benzyl[(1S)-2-(dimethylamino)-1-(1-hydroxycyclopropyl)-2-oxoethyl]carbamate). As a reaction SMILES: C(OC(=O)[NH:10][C@@H:11]([C:17]1([OH:20])[CH2:19][CH2:18]1)[C:12]([N:14]([CH3:16])[CH3:15])=[O:13])C1C=CC=CC=1>C(O)C.[C].[Pd]>[NH2:10][C@@H:11]([C:17]1([OH:20])[CH2:19][CH2:18]1)[C:12]([N:14]([CH3:16])[CH3:15])=[O:13] |f:2.3|. Isolated yield 58.4%. The reagents and catalysts are [C].[Pd] (palladium carbon). Starting materials: C1CCOC1, CC(C)OC(=O)N=NC(=O)OC(C)C, CC1(C)CN(C(=O)c2ccccc2)c2ccccc2C1O, COC(=O)c1c[nH]cn1. Yields the product COC(=O)c1cncn1C1c2ccccc2N(C(=O)c2ccccc2)CC1(C)C. As a reaction SMILES: [CH2:45]1[O:46][CH2:47][CH2:48][CH2:49]1.[O:31]=[C:32]([O:33][CH:34]([CH3:35])[CH3:36])[N:37]=[N:38][C:39]([O:40][CH:41]([CH3:42])[CH3:43])=[O:44].[OH:10][CH:11]1[C:12]([CH3:29])([CH3:30])[CH2:13][N:14]([C:21](=[O:22])[c:23]2[cH:24][cH:25][cH:26][cH:27][cH:28]2)[c:15]2[cH:16][cH:17][cH:18][cH:19][c:20]21.[nH:1]1[cH:2][n:3][c:4]([C:6](=[O:7])[O:8][CH3:9])[cH:5]1>>[n:1]1[cH:2][n:3]([CH:11]2[C:12]([CH3:29])([CH3:30])[CH2:13][N:14]([C:21](=[O:22])[c:23]3[cH:24][cH:25][cH:26][cH:27][cH:28]3)[c:15]3[cH:16][cH:17][cH:18][cH:19][c:20]32)[c:4]([C:6](=[O:7])[O:8][CH3:9])[cH:5]1.